Dataset: the Open Reaction Database (ORD), a public repository of structured organic reaction records. Task: describe an organic reaction: reactants, conditions, products, and yield The reactants are N1(CCNCC1)CCOCCO (2-(2-piperazin-1-yl-ethoxy)-ethanol), TEA, BrCC1=CC=C(C=C1)S(=NC(C1=CN=CC(=C1)C#CC1=CC(=CC=C1)NC(=O)C=1OC=CC1C)=O)(=O)C (N-{[4-(Bromomethyl)phenyl] (methyl)oxido--sulfanylidene}-5-({3-[(3-methyl-2-furoyl)amino]phenyl}ethynyl)nicotinamide). Solvent: CCOC(=O)C (EtOAc), C1CCOC1 (THF). Conditions: time 1 hour. Yields the product OCCOCCN1CCN(CC1)CC1=CC=C(C=C1)S(=NC(C1=CN=CC(=C1)C#CC1=CC(=CC=C1)NC(=O)C=1OC=CC1C)=O)(=O)C (N-{[4-({4-[2-(2-hydroxyethoxy)ethyl]piperazin-1-yl}methyl)phenyl] (methyl)-oxido--sulfanylidene}-5-({3-[(3-methyl-2-furoyl)amino]phenyl}ethynyl)nicotinamide). As a reaction SMILES: Br[CH2:2][C:3]1[CH:8]=[CH:7][C:6]([S:9]([CH3:37])(=[O:36])=[N:10][C:11](=[O:35])[C:12]2[CH:17]=[C:16]([C:18]#[C:19][C:20]3[CH:25]=[CH:24][CH:23]=[C:22]([NH:26][C:27]([C:29]4[O:30][CH:31]=[CH:32][C:33]=4[CH3:34])=[O:28])[CH:21]=3)[CH:15]=[N:14][CH:13]=2)=[CH:5][CH:4]=1.[N:38]1([CH2:44][CH2:45][O:46][CH2:47][CH2:48][OH:49])[CH2:43][CH2:42][NH:41][CH2:40][CH2:39]1>C1COCC1.CCOC(C)=O>[OH:49][CH2:48][CH2:47][O:46][CH2:45][CH2:44][N:38]1[CH2:43][CH2:42][N:41]([CH2:2][C:3]2[CH:8]=[CH:7][C:6]([S:9]([CH3:37])(=[O:36])=[N:10][C:11](=[O:35])[C:12]3[CH:17]=[C:16]([C:18]#[C:19][C:20]4[CH:25]=[CH:24][CH:23]=[C:22]([NH:26][C:27]([C:29]5[O:30][CH:31]=[CH:32][C:33]=5[CH3:34])=[O:28])[CH:21]=4)[CH:15]=[N:14][CH:13]=3)=[CH:5][CH:4]=2)[CH2:40][CH2:39]1. Procedure details: Crude N-{[4-(Bromomethyl)phenyl] (methyl)oxido--sulfanylidene}-5-({3-[(3-methyl-2-furoyl)amino]phenyl}ethynyl)nicotinamide was dissolved in THF (2 mL). 2-(2-piperazin-1-yl-ethoxy)-ethanol (0.064 g, 0.390 mmol) and TEA (0.054 mL, 0.390 mmol) were then added to the solution and the resulting reaction mixture was allowed to stir for 1 h at rt. The reaction mixture, subsequently, was dissolved in EtOAc and then extracted with H2O (2× mL). The organic layer was dried over anhydrous Na2SO4(s), filtere... The reactants are ClC1=CC2=C(N=C(N2)C2=CC=C(C=C2)C=O)C=C1Cl (5,6-dichloro-2-(4-formylphenyl)benzimidazole), ClCC1=CC2=CC=CC=C2C=C1 (2-chloromethylnaphthalene). The product is ClC1=CC2=C(N(C(=N2)C2=CC=C(C=C2)C=O)CC2=CC3=CC=CC=C3C=C2)C=C1Cl (5,6-dichloro2-(4-formylphenyl)-1-(2-naphtylmethyl)benzimidazole). RXN SMILES: [Cl:1][C:2]1[C:18]([Cl:19])=[CH:17][C:5]2[N:6]=[C:7]([C:9]3[CH:14]=[CH:13][C:12]([CH:15]=[O:16])=[CH:11][CH:10]=3)[NH:8][C:4]=2[CH:3]=1.Cl[CH2:21][C:22]1[CH:31]=[CH:30][C:29]2[C:24](=[CH:25][CH:26]=[CH:27][CH:28]=2)[CH:23]=1>>[Cl:19][C:18]1[C:2]([Cl:1])=[CH:3][C:4]2[N:8]([CH2:21][C:22]3[CH:31]=[CH:30][C:29]4[C:24](=[CH:25][CH:26]=[CH:27][CH:28]=4)[CH:23]=3)[C:7]([C:9]3[CH:10]=[CH:11][C:12]([CH:15]=[O:16])=[CH:13][CH:14]=3)=[N:6][C:5]=2[CH:17]=1. Procedure details: 5,6-dichloro2-(4-formylphenyl)-1-(2-naphtylmethyl)benzimidazole was prepared from 5,6-dichloro-2-(4-formylphenyl)benzimidazole obtained in Example 13 and 2-chloromethylnaphthalene by following General Procedure 3. RXN SMILES: [F:1][C:2]1[CH:23]=[CH:22][C:5]([CH2:6][C@@H:7]2[CH2:12][CH2:11][CH2:10][N:9]([C:13]([C@@H:15]3[CH2:20][CH2:19][O:18][CH2:17][C@H:16]3[NH2:21])=O)[CH2:8]2)=[CH:4][CH:3]=1.O1CCCC1.C(O)(=O)C>CO>[F:1][C:2]1[CH:3]=[CH:4][C:5]([CH2:6][C@@H:7]2[CH2:12][CH2:11][CH2:10][N:9]([CH2:13][C@@H:15]3[CH2:20][CH2:19][O:18][CH2:17][C@H:16]3[NH2:21])[CH2:8]2)=[CH:22][CH:23]=1. The reactants are FC1=CC=C(C[C@H]2CN(CCC2)C(=O)[C@H]2[C@@H](COCC2)N)C=C1 ([(S)-3-(4-Fluoro-benzyl)-piperidin-1-yl]-[(3S,4R)-3-aminotetrahydro-pyran-4-yl]-methanone), O1CCCC1 (tetrahydrofuran), C(C)(=O)O (acetic acid). Solvent: CO (methanol). Run at time 20 hour. Procedure details: [(S)-3-(4-Fluoro-benzyl)-piperidin-1-yl]-[(3S,4R)-3-aminotetrahydro-pyran-4-yl]-methanone (367 mg, 1.14 mmol) was treated with borane-tetrahydrofuran complex in tetrahydrofuran (1.0 M; 46 mL, 46 mmol) and stirred for 20 h. The mixture was treated slowly with 20% acetic acid in methanol (25 mL), and the resulting mixture was stirred at room temperature for 3 h. The solvents were removed, and the residue was dissolved in water, made basic (pH 11) with 50% sodium hydroxide, and extracted with dichl... Yield: 89.6%. The product is FC1=CC=C(C[C@H]2CN(CCC2)C[C@H]2[C@@H](COCC2)N)C=C1 ((3S,4S)-4-[(S)-3-(4-Fluoro-benzyl)-piperidin-1-ylmethyl]-tetrahydro-pyran-3-ylamine). Starting materials: ClC1=NC=CC(=C1)C1=NC(=CC(=N1)C1=CC(=C(C=C1)Cl)Cl)C (2-(2-chloro-pyridin-4-yl)-4-(3,4-dichlorophenyl)-6-methyl-pyrimidine), C(C)(C)(C)NS(=O)(=O)C=1SC(=CC1)B1OC(C(O1)(C)C)(C)C (N-tert-Butyl-5-(4,4,5,5-tetramethyl-1,3,2-dioxaborolan-2-yl)-thiophene-2-sulfonamide). The product is C(C)(C)(C)NS(=O)(=O)C=1SC(=CC1)C1=NC=CC(=C1)C1=NC(=CC(=N1)C1=CC(=C(C=C1)Cl)Cl)C (5-{4-[4-(3,4-Dichloro-phenyl)-6-methyl-pyrimidin-2-yl]-pyridin-2-yl}-thiophene-2-sulfonic acid tert-butylamide), solid. As a reaction SMILES: Cl[C:2]1[CH:7]=[C:6]([C:8]2[N:13]=[C:12]([C:14]3[CH:19]=[CH:18][C:17]([Cl:20])=[C:16]([Cl:21])[CH:15]=3)[CH:11]=[C:10]([CH3:22])[N:9]=2)[CH:5]=[CH:4][N:3]=1.[C:23]([NH:27][S:28]([C:31]1[S:32][C:33](B2OC(C)(C)C(C)(C)O2)=[CH:34][CH:35]=1)(=[O:30])=[O:29])([CH3:26])([CH3:25])[CH3:24]>>[C:23]([NH:27][S:28]([C:31]1[S:32][C:33]([C:2]2[CH:7]=[C:6]([C:8]3[N:13]=[C:12]([C:14]4[CH:19]=[CH:18][C:17]([Cl:20])=[C:16]([Cl:21])[CH:15]=4)[CH:11]=[C:10]([CH3:22])[N:9]=3)[CH:5]=[CH:4][N:3]=2)=[CH:34][CH:35]=1)(=[O:29])=[O:30])([CH3:26])([CH3:24])[CH3:25]. Procedure details: 5-{4-[4-(3,4-Dichloro-phenyl)-6-methyl-pyrimidin-2-yl]-pyridin-2-yl}-thiophene-2-sulfonic acid tert-butylamide was prepared from 2-(2-chloro-pyridin-4-yl)-4-(3,4-dichlorophenyl)-6-methyl-pyrimidine (example E.63) (0.35 g, 1.0 mmol) and N-tert-butyl-5-(4,4,5,5-tetramethyl-1,3,2-dioxaborolan-2-yl)-thiophene-2-sulfonamide (example F.1) (0.45 g, 1.3 mmol) according to the general procedure VI. Obtained as a light yellow solid (0.22 g) which was subsequently deprotected. The product is COC(=O)c1cc(Cl)nc(NC2CCNCC2)c1. Reaction SMILES: [CH3:27][O:28][C:29]([c:30]1[cH:31][c:32]([NH:37][CH:38]2[CH2:39][CH2:40][N:41]([C:44]([O:45][C:46]([CH3:47])([CH3:48])[CH3:49])=[O:50])[CH2:42][CH2:43]2)[n:33][c:34]([Cl:36])[cH:35]1)=[O:51].[CH3:59][CH2:60][OH:61].[Cl:1][c:2]1[cH:3][cH:4][c:5]([CH2:6][N:7]2[CH2:8][CH2:9][CH:10]([NH:11][c:12]3[cH:13][cH:14][c:15]([C:16]#[N:17])[cH:18][cH:19]3)[CH2:20][CH2:21]2)[cH:22][c:23]1[O:24][CH2:25][CH3:26].[ClH:52].[O:53]1[CH2:54][CH2:55][O:56][CH2:57][CH2:58]1>>[CH3:27][O:28][C:29]([c:30]1[cH:31][c:32]([NH:37][CH:38]2[CH2:39][CH2:40][NH:41][CH2:42][CH2:43]2)[n:33][c:34]([Cl:36])[cH:35]1)=[O:51]. Starting materials: COC(=O)c1cc(Cl)nc(NC2CCN(C(=O)OC(C)(C)C)CC2)c1, CCO, CCOc1cc(CN2CCC(Nc3ccc(C#N)cc3)CC2)ccc1Cl, Cl, C1COCCO1. The reactants are NC1=CN=C2N1C=C(C=C2)SC2=NC=CC=C2 (3-amino-6-(2-pyridylthio) imidazo [1,2-a] pyridine), C(Cl)(Cl)Cl (chloroform), COC(=O)Cl (methylchloroformate). Run in C(C)N(CC)CC (triethyl amine). Reaction conditions: time 3 hour. Yields the product COC(=O)NC1=CN=C2N1C=C(C=C2)SC2=NC=CC=C2 (3-(methoxycarbonylamino) 6-(2-pyridylthio) imidazo [1,2-a] pyridine). RXN SMILES: [NH2:1][C:2]1[N:6]2[CH:7]=[C:8]([S:11][C:12]3[CH:17]=[CH:16][CH:15]=[CH:14][N:13]=3)[CH:9]=[CH:10][C:5]2=[N:4][CH:3]=1.C(Cl)(Cl)Cl.[CH3:22][O:23][C:24](Cl)=[O:25]>C(N(CC)CC)C>[CH3:22][O:23][C:24]([NH:1][C:2]1[N:6]2[CH:7]=[C:8]([S:11][C:12]3[CH:17]=[CH:16][CH:15]=[CH:14][N:13]=3)[CH:9]=[CH:10][C:5]2=[N:4][CH:3]=1)=[O:25]. Reported procedure: A solution of 1.0 g. of 3-amino-6-(2-pyridylthio) imidazo [1,2-a] pyridine in 25 ml. of chloroform containing 0.401 g. of triethyl amine is treated dropwise with 0.378 g. of methylchloroformate. The reaction mixture is stirred for 3 hours at room temperature. The chloroform is removed in vacuo and the residue is triturated with water. The solids are collected by filtration, washed well with water and dried. Recrystallization from dimethylformamide-ethane yields pure 3-(methoxycarbonylamino) 6-(2... Reactants: CC1CN(c2ccc(S(C)(=O)=O)cc2)CCN1, O=S(=O)(c1ccc(Cl)cc1)C(F)(F)F. Yields the product CC1CN(c2ccc(S(=O)(=O)C(F)(F)F)cc2)CCN1. RXN SMILES: [CH3:1][CH:2]1[CH2:3][N:4]([c:8]2[cH:9][cH:10][c:11]([S:12]([CH3:13])(=[O:14])=[O:15])[cH:16][cH:17]2)[CH2:5][CH2:6][NH:7]1.[Cl:18][c:19]1[cH:20][cH:21][c:22]([S:25](=[O:26])(=[O:27])[C:28]([F:29])([F:30])[F:31])[cH:23][cH:24]1>>[CH3:1][CH:2]1[CH2:3][N:4]([c:19]2[cH:20][cH:21][c:22]([S:25](=[O:26])(=[O:27])[C:28]([F:29])([F:30])[F:31])[cH:23][cH:24]2)[CH2:5][CH2:6][NH:7]1.